describe an organic reaction: reactants, conditions, products, and yield From a dataset of the Open Reaction Database (ORD), a public repository of structured organic reaction records. Starting materials: CCOC(=O)c1nc(-c2c(F)cccc2F)n(C)c(=O)c1O, NCc1ccc(Cl)cc1. Yields the product Cn1c(-c2c(F)cccc2F)nc(C(=O)NCc2ccc(Cl)cc2)c(O)c1=O. RXN SMILES: [CH2:1]([O:2][C:4](=[O:5])[c:6]1[n:7][c:8](-[c:15]2[c:16]([F:22])[cH:17][cH:18][cH:19][c:20]2[F:21])[n:9]([CH3:14])[c:10](=[O:13])[c:11]1[OH:12])[CH3:3].[Cl:23][c:24]1[cH:25][cH:26][c:27]([CH2:28][NH2:29])[cH:30][cH:31]1>>[C:4](=[O:5])([c:6]1[n:7][c:8](-[c:15]2[c:16]([F:22])[cH:17][cH:18][cH:19][c:20]2[F:21])[n:9]([CH3:14])[c:10](=[O:13])[c:11]1[OH:12])[NH:29][CH2:28][c:27]1[cH:26][cH:25][c:24]([Cl:23])[cH:31][cH:30]1. The reactants are CO, Cl, [K+], O=C1CCNCC1, [OH-], O, c1ccc2[nH]ccc2c1. Product: C1=C(c2c[nH]c3ccccc23)CCNC1. Reaction SMILES: [CH3:21][OH:22].[ClH:12].[K+:2].[NH:13]1[CH2:14][CH2:15][C:16](=[O:19])[CH2:17][CH2:18]1.[OH-:1].[OH2:20].[nH:3]1[cH:4][cH:5][c:6]2[cH:7][cH:8][cH:9][cH:10][c:11]12>>[nH:3]1[cH:4][c:5]([C:16]2=[CH:15][CH2:14][NH:13][CH2:18][CH2:17]2)[c:6]2[cH:7][cH:8][cH:9][cH:10][c:11]12. RXN SMILES: [CH:1]1([C:4]([NH:6][C:7]2[N:31]=[C:10]3[CH:11]=[CH:12][C:13]([O:15][C:16]4[CH:17]=[CH:18][C:19]([CH3:30])=[C:20]([NH:22]C(=O)OC(C)(C)C)[CH:21]=4)=[CH:14][N:9]3[N:8]=2)=[O:5])[CH2:3][CH2:2]1>FC(F)(F)C(O)=O>[NH2:22][C:20]1[CH:21]=[C:16]([CH:17]=[CH:18][C:19]=1[CH3:30])[O:15][C:13]1[CH:12]=[CH:11][C:10]2[N:9]([N:8]=[C:7]([NH:6][C:4]([CH:1]3[CH2:3][CH2:2]3)=[O:5])[N:31]=2)[CH:14]=1. Product: NC=1C=C(OC=2C=CC=3N(C2)N=C(N3)NC(=O)C3CC3)C=CC1C (N-[6-(3-amino-4-methylphenoxy)[1,2,4]triazolo[1,5-a]pyridin-2-yl]cyclopropanecarboxamide). Yield: 88.6%. Solvent: FC(C(=O)O)(F)F (trifluoroacetic acid). The reactants are C1(CC1)C(=O)NC1=NN2C(C=CC(=C2)OC=2C=CC(=C(C2)NC(OC(C)(C)C)=O)C)=N1 (tert-butyl [5-({2-[(cyclopropylcarbonyl)amino][1,2,4]triazolo[1,5-a]pyridin-6-yl}oxy)-2-methylphenyl]carbamate). Reported procedure: In the same manner as in Example 29 and using tert-butyl [5-({2-[(cyclopropylcarbonyl)amino][1,2,4]triazolo[1,5-a]pyridin-6-yl}oxy)-2-methylphenyl]carbamate (3.78 g, 8.48 mmol) and trifluoroacetic acid (20 mL) as starting materials, the title compound (2.43 g, 89%) was obtained as a white solid. As a reaction SMILES: [OH:1][CH2:2][C@H:3]1[O:7][C:6](=[O:8])[CH2:5][CH2:4]1.[C:9](Cl)([C:22]1[CH:27]=[CH:26][CH:25]=[CH:24][CH:23]=1)([C:16]1[CH:21]=[CH:20][CH:19]=[CH:18][CH:17]=1)[C:10]1[CH:15]=[CH:14][CH:13]=[CH:12][CH:11]=1.O>N1C=CC=CC=1>[C:9]([O:1][CH2:2][C@H:3]1[O:7][C:6](=[O:8])[CH2:5][CH2:4]1)([C:10]1[CH:15]=[CH:14][CH:13]=[CH:12][CH:11]=1)([C:22]1[CH:23]=[CH:24][CH:25]=[CH:26][CH:27]=1)[C:16]1[CH:17]=[CH:18][CH:19]=[CH:20][CH:21]=1. Starting materials: C(C1=CC=CC=C1)(C1=CC=CC=C1)(C1=CC=CC=C1)Cl (trityl chloride), OC[C@@H]1CCC(O1)=O ((5S)-5-(hydroxymethyl)tetrahydro-2-furanone), O (water). Product: C(C1=CC=CC=C1)(C1=CC=CC=C1)(C1=CC=CC=C1)OC[C@@H]1CCC(O1)=O ((5S)-5-[(trityloxy)methyl]tetrahydro-2-furanone). Solvent: N1=CC=CC=C1 (pyridine). The yield is 45.8%. Reported procedure: 105.5 g of (5S)-5-(hydroxymethyl)tetrahydro-2-furanone was dissolved in 1.2 L pyridine, and 380 g of trityl chloride was added thereto at room temperature, and the mixture was stirred at 80° C. overnight. After the reaction was completed, the mixture was cooled, water was added thereto, extracted with ethyl acetate, and then washed with brine. The solvent was removed, and the resulting residue was dissolved in 300 ml chloroform, and after 600 ml silica gel was added thereto, the solvent was remo... Conditions: temperature 80 celsius, time 8 hour. Reactants: CC1=CC=C(C=C1)N1CCNCC1 (1-(4-methylphenyl)piperazine), N=1NC(=C2CCCCC12)CCC(=O)O (3-(4,5,6,7-tetrahydro-2H-indazol-3-yl)propionic acid), ClC1=CC=C(C=C1)C1CCNCC1 (4-(4-chlorophenyl)piperidine). Product: CC1=CC=C(C=C1)N1CCN(CC1)CCCC=1NN=C2C1CCC2 (3-(3-(4-(4-methylphenyl)piperazin-1-yl)propyl)-2,4,5,6-tetrahydrocyclopentapyrazole). Reaction SMILES: [CH3:1][C:2]1[CH:7]=[CH:6][C:5]([N:8]2[CH2:13][CH2:12][NH:11][CH2:10][CH2:9]2)=[CH:4][CH:3]=1.[N:14]1[NH:15][C:16]([CH2:23][CH2:24][C:25](O)=O)=[C:17]2[C:22]=1[CH2:21][CH2:20][CH2:19]C2.ClC1C=CC(C2CCNCC2)=CC=1>>[CH3:1][C:2]1[CH:3]=[CH:4][C:5]([N:8]2[CH2:13][CH2:12][N:11]([CH2:25][CH2:24][CH2:23][C:16]3[NH:15][N:14]=[C:22]4[CH2:21][CH2:20][CH2:19][C:17]=34)[CH2:10][CH2:9]2)=[CH:6][CH:7]=1. Procedure: In the same manner as in Example 102 except that 3-(2,4,5,6-tetrahydrocyclopentapyrazol-3-yl)propionic acid obtained in Starting Material Synthesis Example 4 and 1-(4-methylphenyl)piperazine were used instead of 3-(4,5,6,7-tetrahydro-2H-indazol-3-yl)propionic acid obtained in Starting Material Synthesis Example 1 and 4-(4-chlorophenyl)piperidine, 3-(3-(4-(4-methylphenyl)piperazin-1-yl)propyl)-2,4,5,6-tetrahydrocyclopentapyrazole was obtained, m.p. 101-102° C.